This data is from the Open Reaction Database (ORD), a public repository of structured organic reaction records. The task is: describe an organic reaction: reactants, conditions, products, and yield Reactants: O=C(CN1N=CC2=CC=C(C=C12)OC(C(C)(C)C)=O)C (2,2-Dimethyl-propionic Acid 1-(2-oxo-propyl)1H-indazol-6-yl Ester). The solvent is CO (methanol). The product is OC(CN1N=CC2=CC=C(C=C12)OC(C(C)(C)C)=O)C (2,2-Dimethyl-propionic Acid 1-(2-hydroxy-propyl)-1H-indazol-6-yl Ester). Yield: 79.4%. Reaction SMILES: [O:1]=[C:2]([CH3:20])[CH2:3][N:4]1[C:12]2[C:7](=[CH:8][CH:9]=[C:10]([O:13][C:14](=[O:19])[C:15]([CH3:18])([CH3:17])[CH3:16])[CH:11]=2)[CH:6]=[N:5]1>CO>[OH:1][CH:2]([CH3:20])[CH2:3][N:4]1[C:12]2[C:7](=[CH:8][CH:9]=[C:10]([O:13][C:14](=[O:19])[C:15]([CH3:17])([CH3:16])[CH3:18])[CH:11]=2)[CH:6]=[N:5]1. Reported procedure: A solution of the product of Step B (0.91 g, 3.6 mmol) in methanol (10 ml) was treated by the procedure described for Example 1, Step C to give an oil (0.79 g, 86%) that was used in the next reaction with further purification: 1H NMR δ (CDCl3) 7.99 (s, 1H), 7.98 (s, 1H), 7.60 (d, J=8.6 Hz, 1H), 7.01 and 6.96 (dd, J=2.0 and 8.6 Hz, 1H,), 4.14–3.89 (m, 3H), 1.56 (s, 3H) 1.32 (s, 9H). The reactants are [H-].[Na+] (NaH), C(=O)(OC(C)(C)C)N(O)C (N-Boc-N-methylhydroxylamine), C(C)(C)(C)[Si](OCCOCCOS(=O)(=O)C1=CC=C(C=C1)C)(C1=CC=CC=C1)C1=CC=CC=C1 (4-toluene-sulfonic acid 2-[2-(tert-butyl-diphenyl-silanyloxy)-ethoxy]-ethyl ester). Solvent: C1CCOC1 (THF). The product is C(C)(C)(C)[Si](OCCOCCON(C(=O)OC(C)(C)C)C)(C1=CC=CC=C1)C1=CC=CC=C1 (O-{2-[2-(tert-Butyl-diphenyl-silanyloxy)-ethoxy]-ethyl}-N-methyl-N-BOC-hydroxylamine). As a reaction SMILES: [H-].[Na+].[C:3]([N:10]([CH3:12])[OH:11])([O:5][C:6]([CH3:9])([CH3:8])[CH3:7])=[O:4].[C:13]([Si:17]([C:41]1[CH:46]=[CH:45][CH:44]=[CH:43][CH:42]=1)([C:35]1[CH:40]=[CH:39][CH:38]=[CH:37][CH:36]=1)[O:18][CH2:19][CH2:20][O:21][CH2:22][CH2:23]OS(C1C=CC(C)=CC=1)(=O)=O)([CH3:16])([CH3:15])[CH3:14]>C1COCC1>[C:13]([Si:17]([C:35]1[CH:40]=[CH:39][CH:38]=[CH:37][CH:36]=1)([C:41]1[CH:46]=[CH:45][CH:44]=[CH:43][CH:42]=1)[O:18][CH2:19][CH2:20][O:21][CH2:22][CH2:23][O:11][N:10]([CH3:12])[C:3]([O:5][C:6]([CH3:9])([CH3:8])[CH3:7])=[O:4])([CH3:14])([CH3:15])[CH3:16] |f:0.1|. Procedure details: In a oven dried flask (50 mL) was added NaH (60% disepersion in mineral oil) 481 mg (12.03 mmol) under argon. The dispersion was washed 3 times with pentane to remove the mineral oil. To the pure NaH was added 5 mL THF (dry). N-BOC-N-methyl hydroxyl amine (a) 1.53 mg (10.43 mmol) in 5 mL THF was added slowly. The reaction mixture was left for ½ an hour until no more gas production could be seen. The solution was put on ice-bath and stirred for ½ an hour after which 4 g (8.02 mmol) of 4-toluene-s... Reactants: BrCC1=C(C=CC=C1)NC(COC1=CC=C(C=C1)OCCCCCCCCCCCCCCCC)=O (N-[2-(bromomethyl)phenyl]-2-[4-(hexadecyloxy)phenoxy]acetamide), CC1=CN=CS1 (5-methyl thiazole). Solvent: C1(=CC=CC=C1)C (toluene). The product is [Br-].C(CCCCCCCCCCCCCCC)OC1=CC=C(OCC(=O)NC2=C(C=CC=C2)C[N+]2=CSC(=C2)C)C=C1 (3-[[2-[[[4-(Hexadecyloxy)phenoxy]acetyl]amino]phenyl]methyl]-5-methyl-thiazolium bromide). Isolated yield 80.3%. RXN SMILES: [Br:1][CH2:2][C:3]1[CH:8]=[CH:7][CH:6]=[CH:5][C:4]=1[NH:9][C:10](=[O:36])[CH2:11][O:12][C:13]1[CH:18]=[CH:17][C:16]([O:19][CH2:20][CH2:21][CH2:22][CH2:23][CH2:24][CH2:25][CH2:26][CH2:27][CH2:28][CH2:29][CH2:30][CH2:31][CH2:32][CH2:33][CH2:34][CH3:35])=[CH:15][CH:14]=1.[CH3:37][C:38]1[S:42][CH:41]=[N:40][CH:39]=1>C1(C)C=CC=CC=1>[Br-:1].[CH2:20]([O:19][C:16]1[CH:17]=[CH:18][C:13]([O:12][CH2:11][C:10]([NH:9][C:4]2[CH:5]=[CH:6][CH:7]=[CH:8][C:3]=2[CH2:2][N+:40]2[CH:39]=[C:38]([CH3:37])[S:42][CH:41]=2)=[O:36])=[CH:14][CH:15]=1)[CH2:21][CH2:22][CH2:23][CH2:24][CH2:25][CH2:26][CH2:27][CH2:28][CH2:29][CH2:30][CH2:31][CH2:32][CH2:33][CH2:34][CH3:35] |f:3.4|. Procedure: A mixture of 1.8 g of N-[2-(bromomethyl)phenyl]-2-[4-(hexadecyloxy)phenoxy]acetamide and 1.59 g of 5-methyl thiazole in 25 ml of toluene is refluxed under argon for 6 hours. The solvent is evaporated to a residue which is stirred with ether and the solid collected by centrifugation, washed with ether and vacuum dried to give 1.7 g of the desired product as an off-white solid, m.p. 121°-124° C. Reactants: CC1(C)N=C(C2SCCCS2)c2cc(Br)ccc2O1, CO, [O-][I+3]([O-])([O-])[O-], [Na+], O. The product is CC1(C)N=C(C2SCCCS2=O)c2cc(Br)ccc2O1. As a reaction SMILES: [Br:7][c:8]1[cH:9][cH:10][c:11]2[c:12]([cH:25]1)[C:13]([CH:19]1[S:20][CH2:21][CH2:22][CH2:23][S:24]1)=[N:14][C:15]([CH3:17])([CH3:18])[O:16]2.[CH3:27][OH:28].[I+3:1]([O-:2])([O-:3])([O-:4])[O-:5].[Na+:6].[OH2:26]>>[O:2]=[S:24]1[CH:19]([C:13]2=[N:14][C:15]([CH3:17])([CH3:18])[O:16][c:11]3[cH:10][cH:9][c:8]([Br:7])[cH:25][c:12]32)[S:20][CH2:21][CH2:22][CH2:23]1.